Dataset: the Open Reaction Database (ORD), a public repository of structured organic reaction records. Task: describe an organic reaction: reactants, conditions, products, and yield Starting materials: C1(=CC=CC=C1)C(=NCC(=O)OCC)C1=CC=CC=C1 (ethyl N-(diphenylmethylene)glycinate), CC1=C(C(=O)Cl)C=CC=C1 (2-methylbenzoyl chloride), CC(C)([O-])C.[K+] (potassium tert-butoxide), Cl (hydrochloric acid). The solvent is C1CCOC1 (THF), C1CCOC1 (THF), C1CCOC1 (THF). Conditions: temperature -78 celsius, time 40 minute. Yields the product Cl.NC(C(=O)OCC)C(C1=C(C=CC=C1)C)=O (Ethyl 2-amino-3-oxo-3-o-tolylpropionate hydrochloride). RXN SMILES: CC(C)([O-])C.[K+].C1(C(C2C=CC=CC=2)=[N:14][CH2:15][C:16]([O:18][CH2:19][CH3:20])=[O:17])C=CC=CC=1.[CH3:27][C:28]1[CH:36]=[CH:35][CH:34]=[CH:33][C:29]=1[C:30]([Cl:32])=[O:31].Cl>C1COCC1>[ClH:32].[NH2:14][CH:15]([C:30](=[O:31])[C:29]1[CH:33]=[CH:34][CH:35]=[CH:36][C:28]=1[CH3:27])[C:16]([O:18][CH2:19][CH3:20])=[O:17] |f:0.1,6.7|. Reported procedure: Under nitrogen, 4.2 g (0.038 mol) of potassium tert-butoxide were suspended in THF. The mixture was cooled to −78° C., and 10.0 g (0.037 mol) of ethyl N-(diphenylmethylene)glycinate, dissolved in THF, were added dropwise. After 40 min at −78° C., the solution was transferred into a cooled dropping funnel (−78° C.) and added dropwise to a solution, cooled to −78° C., of 2-methylbenzoyl chloride in THF. After 1 h of stirring at −78° C., the reaction mixture was allowed to warm to 0° C. over a peri... Starting materials: C1(CCCC1)OC=1C=C(C=CC1OC)C1(CCC2(CC1)OCCO2)C#CC2=CC=NC=C2 (4-(3-cyclopentyloxy-4-methoxyphenyl)-4-(4-pyridylethynyl)-1,1-(ethylenedioxy)cyclohexane), C1(=CC=C(C=C1)S(=O)(=O)[O-])C.[NH+]1=CC=CC=C1 (pyridinium p-toluenesulfonate). Solvent: CC(=O)C (acetone), O (water). The product is C1(CCCC1)OC=1C=C(C=CC1OC)C1(CCC(CC1)=O)C#CC1=CC=NC=C1 (4-(3-cyclopentyloxy-4-methoxyphenyl)-4-(4-pyridylethynyl)cyclohexan-1-one). Isolated yield 85.6%. Reaction SMILES: [CH:1]1([O:6][C:7]2[CH:8]=[C:9]([C:15]3([C:25]#[C:26][C:27]4[CH:32]=[CH:31][N:30]=[CH:29][CH:28]=4)[CH2:20][CH2:19][C:18]4(OCC[O:21]4)[CH2:17][CH2:16]3)[CH:10]=[CH:11][C:12]=2[O:13][CH3:14])[CH2:5][CH2:4][CH2:3][CH2:2]1.C1(C)C=CC(S([O-])(=O)=O)=CC=1.[NH+]1C=CC=CC=1>CC(C)=O.O>[CH:1]1([O:6][C:7]2[CH:8]=[C:9]([C:15]3([C:25]#[C:26][C:27]4[CH:28]=[CH:29][N:30]=[CH:31][CH:32]=4)[CH2:16][CH2:17][C:18](=[O:21])[CH2:19][CH2:20]3)[CH:10]=[CH:11][C:12]=2[O:13][CH3:14])[CH2:5][CH2:4][CH2:3][CH2:2]1 |f:1.2|. Procedure details: A mixture of 4-(3-cyclopentyloxy-4-methoxyphenyl)-4-(4-pyridylethynyl)-1,1-(ethylenedioxy)cyclohexane (0.10 g, 0.24 mmol) and pyridinium p-toluenesulfonate (0.06 g, 0.24 mmol) in acetone (4 mL) and water (1 mL) was refluxed for 20 h., then was evaporated. Water was added, the mixture was extracted three times with dichloromethane, was dried (magnesium sulfate) and was evaporated. Purification by flash chromatography, eluting with 35:65 ethyl acetate:hexanes, provided 4-(3-cyclopentyloxy-4-methox... Starting materials: C(C1=CC=CC=C1)OC1=C2N(C(=NC1=O)CC1(CCCC1)C1=C(C=CC(=C1)Cl)Cl)CCN(C2=O)C(C)C (9-benzyloxy-6-[1-(2,5-dichlorophenyl)-cyclopentylmethyl]-2-isopropyl-3,4-dihydro-2H-pyrazino[1,2-c]pyrimidine-1,8-dione), Cl (HCl), C(C)(=O)OCC (ethyl acetate). The solvent is CO (methanol). Run at time 20 hour. Yields the product ClC1=C(C=C(C=C1)Cl)C1(CCCC1)CC1=NC(C(=C2N1CCN(C2=O)C(C)C)O)=O (6-[1-(2,5-dichlorophenyl)-cyclopentylmethyl]-9-hydroxy-2-isopropyl-3,4-dihydro-2H-pyrazino[1,2-c]pyrimidine-1,8-dione). The yield is 7.6%. Reaction SMILES: C([O:8][C:9]1[C:14](=[O:15])[N:13]=[C:12]([CH2:16][C:17]2([C:22]3[CH:27]=[C:26]([Cl:28])[CH:25]=[CH:24][C:23]=3[Cl:29])[CH2:21][CH2:20][CH2:19][CH2:18]2)[N:11]2[CH2:30][CH2:31][N:32]([CH:35]([CH3:37])[CH3:36])[C:33](=[O:34])[C:10]=12)C1C=CC=CC=1.Cl.C(OCC)(=O)C>CO>[Cl:29][C:23]1[CH:24]=[CH:25][C:26]([Cl:28])=[CH:27][C:22]=1[C:17]1([CH2:16][C:12]2[N:11]3[CH2:30][CH2:31][N:32]([CH:35]([CH3:37])[CH3:36])[C:33](=[O:34])[C:10]3=[C:9]([OH:8])[C:14](=[O:15])[N:13]=2)[CH2:21][CH2:20][CH2:19][CH2:18]1. Procedure details: To a stirred solution of 9-benzyloxy-6-[1-(2,5-dichlorophenyl)-cyclopentylmethyl]-2-isopropyl-3,4-dihydro-2H-pyrazino[1,2-c]pyrimidine-1,8-dione (208) (500 mg, 0.93 mmol) in methanol (5.5 mL) was added concentrated HCl (4 mL) and the mixture was stirred for 20 h. Silica thin layer chromatography was performed (100% ethyl acetate, Rf=0.3). Methanol was removed, water was added, the mixture was basified (pH˜8) with solid NaHCO3, extracted with ethyl acetate (3×20 mL), and the organic part was drie...